From a dataset of the Open Reaction Database (ORD), a public repository of structured organic reaction records. describe an organic reaction: reactants, conditions, products, and yield The reactants are BrC=1C(=C(C=C(C1C)Br)C=1C=CC(NN1)=O)O (6-(3,5-dibromo-2-hydroxy-4-methylphenyl)-3-(2H)pyridazinone), C(C)(=O)OC(C)=O (acetic anhydride). Solvent: C1=CC=CC=C1 (benzene). Yields the product C(C)(=O)OC1=C(C=C(C(=C1Br)C)Br)C=1C=CC(NN1)=O (6-(2-acetoxy-3,5-dibromo-4-methylphenyl)-3(2H)pyridazinone). Yield: 71.5%. Reaction SMILES: [Br:1][C:2]1[C:3]([OH:17])=[C:4]([C:10]2[CH:11]=[CH:12][C:13](=[O:16])[NH:14][N:15]=2)[CH:5]=[C:6]([Br:9])[C:7]=1[CH3:8].[C:18](OC(=O)C)(=[O:20])[CH3:19]>C1C=CC=CC=1>[C:18]([O:17][C:3]1[C:2]([Br:1])=[C:7]([CH3:8])[C:6]([Br:9])=[CH:5][C:4]=1[C:10]1[CH:11]=[CH:12][C:13](=[O:16])[NH:14][N:15]=1)(=[O:20])[CH3:19]. Reported procedure: A mixture of 1.0 g. of 6-(3,5-dibromo-2-hydroxy-4-methylphenyl)-3-(2H)pyridazinone and 2 ml. of acetic anhydride in 10 ml. of benzene was heated under reflux for 3 hours. After cooling, the so separated crystalline substance was recovered by filtration and dried to give 0.8 g. of the desired product as yellow needles of m.p. 220° C. (Yield 71.5%). Starting materials: CCCCBr, CN(C)C=O, COC(=O)CN(C(=O)CCCOc1ccc2c(c1)CN1CC(=O)NC1=N2)C1CCCCC1, [H-], [Na+]. Yields the product CCCCN1C(=O)CN2Cc3cc(OCCCC(=O)N(CC(=O)OC)C4CCCCC4)ccc3N=C21. Reaction SMILES: [Br:35][CH2:36][CH2:37][CH2:38][CH3:39].[CH3:40][N:41]([CH3:42])[CH:43]=[O:44].[CH:1]1([N:7]([C:8]([CH2:9][CH2:10][CH2:11][O:12][c:13]2[cH:14][c:15]3[c:20]([cH:21][cH:22]2)[N:19]=[C:18]2[N:17]([CH2:16]3)[CH2:25][C:24](=[O:26])[NH:23]2)=[O:27])[CH2:28][C:29](=[O:30])[O:31][CH3:32])[CH2:2][CH2:3][CH2:4][CH2:5][CH2:6]1.[H-:33].[Na+:34]>>[CH:1]1([N:7]([C:8]([CH2:9][CH2:10][CH2:11][O:12][c:13]2[cH:14][c:15]3[c:20]([cH:21][cH:22]2)[N:19]=[C:18]2[N:17]([CH2:16]3)[CH2:25][C:24](=[O:26])[N:23]2[CH2:36][CH2:37][CH2:38][CH3:39])=[O:27])[CH2:28][C:29](=[O:30])[O:31][CH3:32])[CH2:2][CH2:3][CH2:4][CH2:5][CH2:6]1. Reactants: [N+](=O)([O-])[O-].[K+] (KNO3), [N+](=O)([O-])[O-].[K+] (KNO3), OC=1C=C2C(CC(OC2=CC1)(C)C)=O (6-Hydroxy-2,2-dimethyl-chroman-4-one), C(C)(=O)O (acetic acid), [N+](=O)([O-])[O-].[K+] (KNO3), OS(=O)(=O)O (H2SO4). The solvent is O (water). The product is OC=1C(=C2C(CC(OC2=CC1)(C)C)=O)[N+](=O)[O-] (6-hydroxy-2,2-dimethyl-5-nitro-chroman-4-one). The yield is 71.8%. RXN SMILES: [OH:1][C:2]1[CH:3]=[C:4]2[C:9](=[CH:10][CH:11]=1)[O:8][C:7]([CH3:13])([CH3:12])[CH2:6][C:5]2=[O:14].C(O)(=O)C.[N+:19]([O-])([O-:21])=[O:20].[K+].OS(O)(=O)=O>O>[OH:1][C:2]1[C:3]([N+:19]([O-:21])=[O:20])=[C:4]2[C:9](=[CH:10][CH:11]=1)[O:8][C:7]([CH3:12])([CH3:13])[CH2:6][C:5]2=[O:14] |f:2.3|. Procedure details: To a 250 mL round bottom flask equipped with a magnetic stir bar was added 3 (810 mg, 4.2 mmol) and 15 mL of glacial acetic acid. The mixture was stirred at room temperature until all of the solid dissolved. To a 25 mL vial was added KNO3 (469 mg, 4.6 mmol) and just enough distilled water to dissolve all the KNO3. The aqueous KNO3 solution was transferred to the reaction flask with a pipet. The reaction flask was lowered into an ice water bath (˜10° C.). Concentrated H2SO4 (1 mL) was added drop-... Reactants: O=C(O)Cc1ccc(CBr)cc1, C[Si](C)(C)Cl, CO. The product is COC(=O)Cc1ccc(CBr)cc1. As a reaction SMILES: [Br:1][CH2:2][c:3]1[cH:4][cH:5][c:6]([CH2:9][C:10](=[O:11])[OH:12])[cH:7][cH:8]1.[CH3:13][Si:14]([Cl:15])([CH3:16])[CH3:17].[CH3:18][OH:19]>>[Br:1][CH2:2][c:3]1[cH:4][cH:5][c:6]([CH2:9][C:10](=[O:11])[O:12][CH3:13])[cH:7][cH:8]1. Reactants: CCOC(=O)c1c(C(F)(F)F)nn(C)c1N, [Na+], [OH-], O. Reaction SMILES: [NH2:1][c:2]1[c:3]([C:12](=[O:13])[O:14][CH2:15][CH3:16])[c:4]([C:8]([F:9])([F:10])[F:11])[n:5][n:6]1[CH3:7].[Na+:18].[OH-:17].[OH2:19]>>[NH2:1][c:2]1[c:3]([C:12](=[O:13])[OH:14])[c:4]([C:8]([F:9])([F:10])[F:11])[n:5][n:6]1[CH3:7]. Yields the product Cn1nc(C(F)(F)F)c(C(=O)O)c1N.